Dataset: the Open Reaction Database (ORD), a public repository of structured organic reaction records. Task: describe an organic reaction: reactants, conditions, products, and yield Reactants: [OH-].[Na+] (sodium hydroxide), COC(CC1=CC=C(C=C1)C1=C(C=C(C=C1)C(CC)(C1=CC(=C(C=C1)CCC1(CCCCC1)O)C)CC)C)=O ([4′-(1-ethyl-1-{4-[2-(1-hydroxy-cyclohexyl)-ethyl]-3-methyl-phenyl}-propyl)-2′-methyl-biphenyl-4-yl]-acetic acid methyl ester), [Cl-].[NH4+] (ammonium chloride). Solvent: CO.O1CCCC1 (methanol tetrahydrofuran). Run at time 8 hour. The product is C(C)C(CC)(C1=CC(=C(C=C1)CCC1(CCCCC1)O)C)C1=CC(=C(C=C1)C1=CC=C(C=C1)CC(=O)O)C ([4′-(1-ethyl-1-{4-[2-(1-hydroxy-cyclohexyl)-ethyl]-3-methyl-phenyl}-propyl)-2′-methyl-biphenyl-4-yl]-acetic Acid). The yield is 96.0%. Reaction SMILES: [OH-].[Na+].C[O:4][C:5](=[O:41])[CH2:6][C:7]1[CH:12]=[CH:11][C:10]([C:13]2[CH:18]=[CH:17][C:16]([C:19]([CH2:38][CH3:39])([C:22]3[CH:27]=[CH:26][C:25]([CH2:28][CH2:29][C:30]4([OH:36])[CH2:35][CH2:34][CH2:33][CH2:32][CH2:31]4)=[C:24]([CH3:37])[CH:23]=3)[CH2:20][CH3:21])=[CH:15][C:14]=2[CH3:40])=[CH:9][CH:8]=1.[Cl-].[NH4+]>CO.O1CCCC1>[CH2:20]([C:19]([C:16]1[CH:17]=[CH:18][C:13]([C:10]2[CH:9]=[CH:8][C:7]([CH2:6][C:5]([OH:41])=[O:4])=[CH:12][CH:11]=2)=[C:14]([CH3:40])[CH:15]=1)([C:22]1[CH:27]=[CH:26][C:25]([CH2:28][CH2:29][C:30]2([OH:36])[CH2:35][CH2:34][CH2:33][CH2:32][CH2:31]2)=[C:24]([CH3:37])[CH:23]=1)[CH2:38][CH3:39])[CH3:21] |f:0.1,3.4,5.6|. Procedure details: A 1 N sodium hydroxide aqueous solution (0.151 mL, 0.151 mmol) was added to a solution of [4′-(1-ethyl-1-{4-[2-(1-hydroxy-cyclohexyl)-ethyl]-3-methyl-phenyl}-propyl)-2′-methyl-biphenyl-4-yl]-acetic acid methyl ester (Example 57-(1); 26.5 mg, 0.050 mmol) in methanol-tetrahydrofuran (1:1, 3 mL), and the mixture was stirred at room temperature overnight. The reaction mixture was then poured into a saturated aqueous ammonium chloride solution, followed by extraction with dichloromethane. The organic... Starting materials: NC1=C(C=C(C=C1)C(C(F)(F)F)(C(F)(F)F)O)S (4-amino-3-mercapto[2,2,2-trifluoro-1-hydroxy-1-(trifluoromethyl)ethyl]-benzene), [O-]CC.[Na+] (sodium ethoxide), C1C(C)O1 (propylene oxide). Run in C(C)O (ethanol). Yields the product CC1CSC2=C(N1)C=CC(=C2)C(C(F)(F)F)(C(F)(F)F)O (3,4-dihydro-3-methyl-7-[2,2,2-trifluoro-1-hydroxy-1-(trifluoromethyl)-ethyl]-2H-1,4-benzothiazine). Reaction SMILES: [NH2:1][C:2]1[CH:7]=[CH:6][C:5]([C:8]([OH:17])([C:13]([F:16])([F:15])[F:14])[C:9]([F:12])([F:11])[F:10])=[CH:4][C:3]=1[SH:18].[O-]CC.[Na+].[CH2:23]1O[CH:24]1[CH3:25]>C(O)C>[CH3:23][CH:24]1[NH:1][C:2]2[CH:7]=[CH:6][C:5]([C:8]([OH:17])([C:9]([F:10])([F:11])[F:12])[C:13]([F:14])([F:15])[F:16])=[CH:4][C:3]=2[S:18][CH2:25]1 |f:1.2|. Procedure details: To a solution of 4-amino-3-mercapto[2,2,2-trifluoro-1-hydroxy-1-(trifluoromethyl)ethyl]-benzene in ethanol containing a trace of sodium ethoxide can be added propylene oxide to the cold solution. An exothermic reaction occurs. When reaction subsides, the solution is heated on the steam bath. The product can be isolated and distilled to give 3,4-dihydro-3-methyl-7-[2,2,2-trifluoro-1-hydroxy-1-(trifluoromethyl)-ethyl]-2H-1,4-benzothiazine. The reactants are O=C1CCC(=O)N1Br, CC(=O)[O-], CC(=O)[O-], CC(=O)O, [Pd+2], CCOC(=O)c1cccc(-c2ccccn2)c1. The product is CCOC(=O)c1ccc(Br)c(-c2ccccn2)c1. RXN SMILES: [Br:18][N:19]1[C:20](=[O:21])[CH2:22][CH2:23][C:24]1=[O:25].[C:30]([O-:31])(=[O:32])[CH3:33].[C:35]([O-:36])(=[O:37])[CH3:38].[CH3:26][C:27](=[O:28])[OH:29].[Pd+2:34].[n:1]1[c:2](-[c:7]2[cH:8][c:9]([C:10](=[O:11])[O:12][CH2:13][CH3:14])[cH:15][cH:16][cH:17]2)[cH:3][cH:4][cH:5][cH:6]1>>[n:1]1[c:2](-[c:7]2[cH:8][c:9]([C:10](=[O:11])[O:12][CH2:13][CH3:14])[cH:15][cH:16][c:17]2[Br:18])[cH:3][cH:4][cH:5][cH:6]1. Reactants: ClC=1C=C(C=CC1C=1N(C=C(N1)C(F)(F)F)COCC[Si](C)(C)C)C=1C(=CC(=NC1)OCC1(CCC1)C(=O)O)C (1-{[(5-{3-chloro-4-[4-(trifluoromethyl)-1-{[2-(trimethylsilyl)ethoxy]methyl}-1H-imidazol-2-yl]phenyl}-4-methylpyridin-2-yl)oxy]methyl}cyclobutanecarboxylic acid). Run in FC(C(=O)O)(F)F (trifluoroacetic acid), O (water). Conditions: temperature 50 celsius, time 3 hour. Product: ClC=1C=C(C=CC1C=1NC(=CN1)C(F)(F)F)C=1C(=CC(=NC1)OCC1(CCC1)C(=O)O)C (1-{[(5-{3-chloro-4-[5-(trifluoromethyl)-1H-imidazol-2-yl]phenyl}-4-methylpyridin-2-yl)oxy]methyl}cyclobutanecarboxylic acid). Yield: 86.8%. As a reaction SMILES: [Cl:1][C:2]1[CH:3]=[C:4]([C:25]2[C:26]([CH3:40])=[CH:27][C:28]([O:31][CH2:32][C:33]3([C:37]([OH:39])=[O:38])[CH2:36][CH2:35][CH2:34]3)=[N:29][CH:30]=2)[CH:5]=[CH:6][C:7]=1[C:8]1[N:9](COCC[Si](C)(C)C)[CH:10]=[C:11]([C:13]([F:16])([F:15])[F:14])[N:12]=1>FC(F)(F)C(O)=O.O>[Cl:1][C:2]1[CH:3]=[C:4]([C:25]2[C:26]([CH3:40])=[CH:27][C:28]([O:31][CH2:32][C:33]3([C:37]([OH:39])=[O:38])[CH2:36][CH2:35][CH2:34]3)=[N:29][CH:30]=2)[CH:5]=[CH:6][C:7]=1[C:8]1[NH:12][C:11]([C:13]([F:14])([F:16])[F:15])=[CH:10][N:9]=1. Reported procedure: In trifluoroacetic acid (2.0 mL) and water (0.2 mL) was dissolved 1-{[(5-{3-chloro-4-[4-(trifluoromethyl)-1-{[2-(trimethylsilyl)ethoxy]methyl}-1H-imidazol-2-yl]phenyl}-4-methylpyridin-2-yl)oxy]methyl}cyclobutanecarboxylic acid (202 mg), and the solution was stirred at 50° C. for 3 hours. The reaction mixture was concentrated under reduced pressure, the pH of the residue was made 4 with a saturated aqueous sodium hydrogen carbonate solution and 1N hydrochloric acid, and the mixture was extracted ... The reactants are O=C([O-])[O-], Cc1ccccc1, N#Cc1ccc(Cl)nc1, OB(O)c1ccccc1F, [Na+], [Na+], O. The product is N#Cc1ccc(-c2ccccc2F)nc1. RXN SMILES: [C:20](=[O:21])([O-:22])[O-:23].[CH3:26][c:27]1[cH:28][cH:29][cH:30][cH:31][cH:32]1.[Cl:1][c:2]1[n:3][cH:4][c:5]([C:6]#[N:7])[cH:8][cH:9]1.[F:10][c:11]1[c:12]([B:17]([OH:18])[OH:19])[cH:13][cH:14][cH:15][cH:16]1.[Na+:24].[Na+:25].[OH2:33]>>[c:2]1(-[c:12]2[c:11]([F:10])[cH:16][cH:15][cH:14][cH:13]2)[n:3][cH:4][c:5]([C:6]#[N:7])[cH:8][cH:9]1.